From a dataset of the Open Reaction Database (ORD), a public repository of structured organic reaction records. describe an organic reaction: reactants, conditions, products, and yield Reactants: CO, COC(=O)c1ccc(-c2ccc(Cl)cc2)c(-c2ccc(Cl)cc2Cl)n1, [Na+], [OH-]. Yields the product O=C(O)c1ccc(-c2ccc(Cl)cc2)c(-c2ccc(Cl)cc2Cl)n1. RXN SMILES: [CH3:28][OH:29].[Cl:1][c:2]1[c:3](-[c:9]2[c:10](-[c:19]3[cH:20][cH:21][c:22]([Cl:25])[cH:23][cH:24]3)[cH:11][cH:12][c:13]([C:15](=[O:16])[O:17][CH3:18])[n:14]2)[cH:4][cH:5][c:6]([Cl:8])[cH:7]1.[Na+:27].[OH-:26]>>[Cl:1][c:2]1[c:3](-[c:9]2[c:10](-[c:19]3[cH:20][cH:21][c:22]([Cl:25])[cH:23][cH:24]3)[cH:11][cH:12][c:13]([C:15](=[O:16])[OH:17])[n:14]2)[cH:4][cH:5][c:6]([Cl:8])[cH:7]1. Starting materials: O (water), OC[C@@H]1C[C@@H](CO1)SC(C)=O (Ethanethioic acid cis(+/-)-S-[tetrahydro-5-(hydroxymethyl)-3-furanyl]ester), ClC(C(=O)N=C=O)(Cl)Cl (trichloroacetyl isocyanate). The solvent is C(Cl)Cl (methylene chloride), C(C)(=O)O (acetic acid), [F-].C(CCC)[N+](CCCC)(CCCC)CCCC (tetrabutylammonium fluoride), O1CCCC1 (tetrahydrofuran). Product: NC(=O)OC[C@@H]1C[C@@H](CO1)SC(C)=O (Ethanethioic acid cis-(+/-)-S-[5-[[(aminocarbonyl)oxy]methyl]tetrahydro-3-furanyl]ester). RXN SMILES: [OH:1][CH2:2][C@H:3]1[O:7][CH2:6][C@@H:5]([S:8][C:9](=[O:11])[CH3:10])[CH2:4]1.O.ClC(Cl)(Cl)[C:15]([N:17]=C=O)=[O:16]>C(Cl)Cl.C(O)(=O)C.[F-].C([N+](CCCC)(CCCC)CCCC)CCC.O1CCCC1>[NH2:17][C:15]([O:1][CH2:2][C@H:3]1[O:7][CH2:6][C@@H:5]([S:8][C:9](=[O:11])[CH3:10])[CH2:4]1)=[O:16] |f:5.6|. Procedure details: The title compound is prepared by the procedure of Example 7 using 0.28 g of product from Example 9 in 20 ml of methylene chloride, 0.208 ml of trichloroacetyl isocyanate, 0.80 ml of acetic acid, 6.79 ml of 1M tetrabutylammonium fluoride in tetrahydrofuran and 0.37 ml of water to give 0.320 g of the desired product. The reactants are FC1=C(C=CC(=C1)F)CNC(=O)C=1C(C(=C2N(C[C@@H]3N(C2=O)C[C@@H]2N3CCC2)C1)OCC1=CC=CC=C1)=O ((4aS,13aR)—N-[(2,4-Difluorophenyl)methyl]-9,11-dioxo-10-[(phenylmethyl)oxy]-2,3,4a,5,9,11,13,13a-octahydro-1H-pyrido[1,2-a]pyrrolo[1′,2′:3,4]imidazo[1,2-d]pyrazine-8-carboxamide), [OH-].[NH4+] (ammonium hydroxide), N=1C=CN2C=CN=C(C21)C(=O)N (imidazo[1,2-d]pyrazine-8-carboxamide). The reagents and catalysts are [Pd] (palladium on carbon). Run in C(C)O (ethanol). The product is FC1=C(C=CC(=C1)F)CNC(=O)C=1C(C(=C2N(C[C@@H]3N(C2=O)C[C@@H]2N3CCC2)C1)O)=O ((4aS,13aR)—N-[(2,4-difluorophenyl)methyl]-10-hydroxy-9,11-dioxo-2,3,4a,5,9,11,13,13a-octahydro-1H-pyrido[1,2-a]pyrrolo[1′,2′: 3,4]imidazo[1,2-d]pyrazine-8-carboxamide). The yield is 78.4%. As a reaction SMILES: N1C=CN2C=1C(C(N)=O)=NC=C2.[F:13][C:14]1[CH:19]=[C:18]([F:20])[CH:17]=[CH:16][C:15]=1[CH2:21][NH:22][C:23]([C:25]1[C:26](=[O:50])[C:27]([O:42]CC2C=CC=CC=2)=[C:28]2[C:33](=[O:34])[N:32]3[CH2:35][C@H:36]4[CH2:40][CH2:39][CH2:38][N:37]4[C@@H:31]3[CH2:30][N:29]2[CH:41]=1)=[O:24].[OH-].[NH4+]>[Pd].C(O)C>[F:13][C:14]1[CH:19]=[C:18]([F:20])[CH:17]=[CH:16][C:15]=1[CH2:21][NH:22][C:23]([C:25]1[C:26](=[O:50])[C:27]([OH:42])=[C:28]2[C:33](=[O:34])[N:32]3[CH2:35][C@H:36]4[CH2:40][CH2:39][CH2:38][N:37]4[C@@H:31]3[CH2:30][N:29]2[CH:41]=1)=[O:24] |f:2.3|. Procedure details: (4aS,13aR)—N-[(2,4-Difluorophenyl)methyl]-10-hydroxy-9,11-dioxo-2,3,4a,5,9,11,13,13a-octahydro-1H-pyrido[1,2-a]pyrrolo[1′,′: 3,4]imidazo[1,2-d]pyrazine-8-carboxamide. A pressure reaction vessel was charged with (4aS,13aR)—N-[(2,4-Difluorophenyl)methyl]-9,11-dioxo-10-[(phenylmethyl)oxy]-2,3,4a,5,9,11,13,13a-octahydro-1H-pyrido[1,2-a]pyrrolo[1′,2′:3,4]imidazo[1,2-d]pyrazine-8-carboxamide (950 g), 192 g of palladium on carbon (50% wet), ethanol (9.5 L) and concentrated ammonium hydroxide (124 mL). ... Starting materials: O=C([O-])[O-], C1CCOC1, COc1ccc(C(C)(C)CO)cc1B1OC(C)(C)C(C)(C)O1, CCOC(C)=O, CC1C(c2cc(C(F)(F)F)cc(C(F)(F)F)c2)OC(=O)N1Cc1nc(Cl)ccc1Br, [K+], [K+]. The product is COc1ccc(C(C)(C)CO)cc1-c1ccc(Cl)nc1CN1C(=O)OC(c2cc(C(F)(F)F)cc(C(F)(F)F)c2)C1C. RXN SMILES: [C:53](=[O:54])([O-:55])[O-:56].[CH2:59]1[O:60][CH2:61][CH2:62][CH2:63]1.[CH3:31][O:32][c:33]1[c:34]([B:44]2[O:45][C:46]([CH3:47])([CH3:48])[C:49]([CH3:50])([CH3:51])[O:52]2)[cH:35][c:36]([C:39]([CH2:40][OH:41])([CH3:42])[CH3:43])[cH:37][cH:38]1.[CH3:64][CH2:65][O:66][C:67]([CH3:68])=[O:69].[F:1][C:2]([c:3]1[cH:4][c:5]([CH:13]2[CH:14]([CH3:28])[N:15]([CH2:19][c:20]3[n:21][c:22]([Cl:27])[cH:23][cH:24][c:25]3[Br:26])[C:16](=[O:18])[O:17]2)[cH:6][c:7]([C:9]([F:10])([F:11])[F:12])[cH:8]1)([F:29])[F:30].[K+:57].[K+:58]>>[F:1][C:2]([c:3]1[cH:4][c:5]([CH:13]2[CH:14]([CH3:28])[N:15]([CH2:19][c:20]3[n:21][c:22]([Cl:27])[cH:23][cH:24][c:25]3-[c:34]3[c:33]([O:32][CH3:31])[cH:38][cH:37][c:36]([C:39]([CH2:40][OH:41])([CH3:42])[CH3:43])[cH:35]3)[C:16](=[O:18])[O:17]2)[cH:6][c:7]([C:9]([F:10])([F:11])[F:12])[cH:8]1)([F:29])[F:30]. Starting materials: COC1=CC=C(CN(C2=NC=C(C=N2)C=2C3=C(N=C(N2)N2CCOCC2)NCC3)CC3=CC=C(C=C3)OC)C=C1 (bis-(4-methoxy-benzyl)-[5-(2-morpholin-4-yl-6,7-dihydro-5H-pyrrolo[2,3-d]pyrimidin-4-yl)-pyrimidin-2-yl]-amine), BrC=1C=C(C=CC1Cl)C(=O)N1CCOCC1 ((3-bromo-4-chloro-phenyl)-morpholin-4-yl-methanone). The product is COC1=CC=C(CN(C2=NC=C(C=N2)C=2C3=C(N=C(N2)N2CCOCC2)N(CC3)C=3C=C(C=CC3Cl)C(=O)N3CCOCC3)CC3=CC=C(C=C3)OC)C=C1 ([3-(4-{2-[bis-(4-methoxy-benzyl)-amino]-pyrimidin-5-yl}-2-morpholin-4-yl-5,6-dihydro-pyrrolo[2,3-d]pyrimidin-7-yl)-4-chloro-phenyl]-morpholin-4-yl-methanone). As a reaction SMILES: [CH3:1][O:2][C:3]1[CH:40]=[CH:39][C:6]([CH2:7][N:8]([CH2:30][C:31]2[CH:36]=[CH:35][C:34]([O:37][CH3:38])=[CH:33][CH:32]=2)[C:9]2[N:14]=[CH:13][C:12]([C:15]3[C:16]4[CH2:29][CH2:28][NH:27][C:17]=4[N:18]=[C:19]([N:21]4[CH2:26][CH2:25][O:24][CH2:23][CH2:22]4)[N:20]=3)=[CH:11][N:10]=2)=[CH:5][CH:4]=1.Br[C:42]1[CH:43]=[C:44]([C:49]([N:51]2[CH2:56][CH2:55][O:54][CH2:53][CH2:52]2)=[O:50])[CH:45]=[CH:46][C:47]=1[Cl:48]>>[CH3:38][O:37][C:34]1[CH:33]=[CH:32][C:31]([CH2:30][N:8]([CH2:7][C:6]2[CH:5]=[CH:4][C:3]([O:2][CH3:1])=[CH:40][CH:39]=2)[C:9]2[N:10]=[CH:11][C:12]([C:15]3[C:16]4[CH2:29][CH2:28][N:27]([C:46]5[CH:45]=[C:44]([C:49]([N:51]6[CH2:52][CH2:53][O:54][CH2:55][CH2:56]6)=[O:50])[CH:43]=[CH:42][C:47]=5[Cl:48])[C:17]=4[N:18]=[C:19]([N:21]4[CH2:26][CH2:25][O:24][CH2:23][CH2:22]4)[N:20]=3)=[CH:13][N:14]=2)=[CH:36][CH:35]=1. Reported procedure: Using bis-(4-methoxy-benzyl)-[5-(2-morpholin-4-yl-6,7-dihydro-5H-pyrrolo[2,3-d]pyrimidin-4-yl)-pyrimidin-2-yl]-amine (70 mg) and (3-bromo-4-chloro-phenyl)-morpholin-4-yl-methanone (59 mg) instead of 4-chloropicolinic acid t-butylamide, in the same manner as Example 1-D-07, a crude product of [3-(4-{2-[bis-(4-methoxy-benzyl)-amino]-pyrimidin-5-yl}-2-morpholin-4-yl-5,6-dihydro-pyrrolo[2,3-d]pyrimidin-7-yl)-4-chloro-phenyl]-morpholin-4-yl-methanone was obtained, and then the PMB groups were removed... Starting materials: C1(=CC=CC=C1)C([C@@H](O)C1=CC=CC=C1)(O)C1=CC=CC=C1 ((S)-1,1,2-triphenyl-1,2-ethanediol), C(C)(=O)O (acetic acid), [OH-].[Na+] (sodium hydroxide), CC=1C=NC(=C(C1OC)C)C[S+](C=2NC=3C=CC(=CC3N2)OC)[O-] (omeprazole). Run in C(C)O (ethanol). Run at time 4 hour. Yields the product CC1=CN=C(C(=C1OC)C)C[S@](=O)C2=NC3=C(N2)C=C(C=C3)OC ((S)-omeprazole). RXN SMILES: [OH-].[Na+].[CH3:3][C:4]1[CH:5]=[N:6][C:7]([CH2:13][S+:14]([O-:26])[C:15]2[NH:16][C:17]3[CH:18]=[CH:19][C:20]([O:24][CH3:25])=[CH:21][C:22]=3[N:23]=2)=[C:8]([CH3:12])[C:9]=1[O:10][CH3:11].C1(C(C2C=CC=CC=2)(O)[C@H](C2C=CC=CC=2)O)C=CC=CC=1.C(O)(=O)C>C(O)C>[CH3:3][C:4]1[C:9]([O:10][CH3:11])=[C:8]([CH3:12])[C:7]([CH2:13][S@@:14]([C:15]2[NH:23][C:22]3[CH:21]=[C:20]([O:24][CH3:25])[CH:19]=[CH:18][C:17]=3[N:16]=2)=[O:26])=[N:6][CH:5]=1 |f:0.1|. Procedure details: To aqueous sodium hydroxide (2.03 ml, 1.5 M, 3.04 mmol) at ambient temperature was added omeprazole (1 g, 2.90 mmol) in 5 portions over 10 min. On complete dissolution, ethanol (35 ml) and (S)-1,1,2-triphenyl-1,2-ethanediol (1.26 g, 4.34 mmol) were added. To the resulting colourless solution at ambient temperature was added a solution of aqueous acetic acid (3.04 ml, 1 M, 3.04 mmol) dropwise over 1 h and, on complete addition, stirring was continued for 4 h. The solid was filtered, was washed wi... The reactants are IC1=NN(C2=NC=NC(=C21)N)[C@@H]2CC[C@@H](CC2)N2CCN(CC2)C (cis-3-Iodo-1-[4-(4-methylpiperazino)cyclohexyl]-1H-pyrazolo[3,4-d]pyrimidin-4-amine), C(C1=CC=CC=C1)NC(=O)C1=C(C=C(C=C1)B(O)O)OC (4-[(benzylamino)carbonyl]-3-methoxyphenylboronic acid), palladium tetrakistriphenyphosphine, C([O-])([O-])=O.[Na+].[Na+] (sodium carbonate), COCCOC (ethylene glycol dimethyl ether). Run in O (water). The product is C(C1=CC=CC=C1)NC(C1=C(C=C(C=C1)C1=NN(C2=NC=NC(=C21)N)[C@@H]2CC[C@@H](CC2)N2CCN(CC2)C)OC)=O (cis-N1-benzyl-4-{4-amino-1-[4-(4-methylpiperazino)cyclohexyl]-1H-pyrazolo[3,4-d]pyrimidin-3-yl}-2-methoxybenzamide). Isolated yield 71.2%. As a reaction SMILES: I[C:2]1[C:10]2[C:5](=[N:6][CH:7]=[N:8][C:9]=2[NH2:11])[N:4]([C@H:12]2[CH2:17][CH2:16][C@@H:15]([N:18]3[CH2:23][CH2:22][N:21]([CH3:24])[CH2:20][CH2:19]3)[CH2:14][CH2:13]2)[N:3]=1.[CH2:25]([NH:32][C:33]([C:35]1[CH:40]=[CH:39][C:38](B(O)O)=[CH:37][C:36]=1[O:44][CH3:45])=[O:34])[C:26]1[CH:31]=[CH:30][CH:29]=[CH:28][CH:27]=1.C(=O)([O-])[O-].[Na+].[Na+].COCCOC>O>[CH2:25]([NH:32][C:33](=[O:34])[C:35]1[CH:40]=[CH:39][C:38]([C:2]2[C:10]3[C:5](=[N:6][CH:7]=[N:8][C:9]=3[NH2:11])[N:4]([C@H:12]3[CH2:17][CH2:16][C@@H:15]([N:18]4[CH2:23][CH2:22][N:21]([CH3:24])[CH2:20][CH2:19]4)[CH2:14][CH2:13]3)[N:3]=2)=[CH:37][C:36]=1[O:44][CH3:45])[C:26]1[CH:27]=[CH:28][CH:29]=[CH:30][CH:31]=1 |f:2.3.4|. Procedure: cis-3-Iodo-1-[4-(4-methylpiperazino)cyclohexyl]-1H-pyrazolo[3,4-d]pyrimidin-4-amine (141 mg, 0.319 mmol), 4-[(benzylamino)carbonyl]-3-methoxyphenylboronic acid (100 mg, 0.351 mmol), palladium tetrakistriphenyphosphine (22 mg, 0.019 mmol) and sodium carbonate (81 mg, 0.765 mmol) were mixed with ethylene glycol dimethyl ether (4 mL) and water (2 mL). The reaction mixture was heated at reflux overnight. Organic solvent was removed under reduced pressure and the aqueous layer was extracted with dich... The reactants are Nc1ccc(Cl)cc1, O=C(O)c1nc(CCl)n(-c2cccnc2Cl)n1. The product is O=C(O)c1nc2n(n1)-c1cccnc1N(c1ccc(Cl)cc1)C2. As a reaction SMILES: [Cl:18][c:19]1[cH:20][cH:21][c:22]([NH2:23])[cH:24][cH:25]1.[Cl:1][c:2]1[n:3][cH:4][cH:5][cH:6][c:7]1-[n:8]1[n:9][c:10]([C:15](=[O:16])[OH:17])[n:11][c:12]1[CH2:13][Cl:14]>>[c:2]12[n:3][cH:4][cH:5][cH:6][c:7]1-[n:8]1[n:9][c:10]([C:15](=[O:16])[OH:17])[n:11][c:12]1[CH2:13][N:23]2[c:22]1[cH:21][cH:20][c:19]([Cl:18])[cH:25][cH:24]1. Reactants: FC=1C=C(C(=O)OC)C=C(C1OC)OCC1=CC=CC=C1 (Methyl 3-fluoro-4-(methyloxy)-5-[(phenylmethyl)oxy]benzoate), S(=O)(=O)([O-])[O-].[Mg+2] (magnesium sulfate), [H-].[Al+3].[Li+].[H-].[H-].[H-] (lithium aluminum hydride), [OH-].[Na+] (sodium hydroxide). Run in C(C)(=O)OCC (ethyl acetate), C1CCOC1 (THF), C(C)(=O)OCC (Ethyl acetate). Conditions: temperature 0 celsius, time 30 minute. Yields the product FC=1C=C(C=C(C1OC)OCC1=CC=CC=C1)CO ({3-fluoro-4-(methyloxy)-5-[(phenylmethyl)oxy]phenyl}methanol). Isolated yield 84.1%. RXN SMILES: [F:1][C:2]1[CH:3]=[C:4]([CH:9]=[C:10]([O:14][CH2:15][C:16]2[CH:21]=[CH:20][CH:19]=[CH:18][CH:17]=2)[C:11]=1[O:12][CH3:13])[C:5](OC)=[O:6].[H-].[Al+3].[Li+].[H-].[H-].[H-].[OH-].[Na+].S([O-])([O-])(=O)=O.[Mg+2]>C(OCC)(=O)C.C1COCC1>[F:1][C:2]1[CH:3]=[C:4]([CH2:5][OH:6])[CH:9]=[C:10]([O:14][CH2:15][C:16]2[CH:17]=[CH:18][CH:19]=[CH:20][CH:21]=2)[C:11]=1[O:12][CH3:13] |f:1.2.3.4.5.6,7.8,9.10|. Procedure details: Methyl 3-fluoro-4-(methyloxy)-5-[(phenylmethyl)oxy]benzoate (3.54 g, 12.2 mmol.) was taken into anhydrous THF under a nitrogen atmosphere and the resulting solution was cooled to 0° C. A solution of lithium aluminum hydride (1.0M in THF, 20 mL) was slowly added and the solution was allowed to stir an additional 30 minutes at 0° C. Ethyl acetate (10 mL) was then slowly added followed by slow addition of 50% aqueous sodium hydroxide in portions until a granular precipitate was formed. Addition of ...